Dataset: the Open Reaction Database (ORD), a public repository of structured organic reaction records. Task: describe an organic reaction: reactants, conditions, products, and yield The reactants are C(C)OC(=O)C=1C(=NN(C1C(F)(F)F)C1=CC=CC=C1)C(F)F (N-Phenyl-3-difluoromethyl-5-trifluoromethyl-4-pyrazolecarboxylic acid ethyl ester), [OH-].[Na+] (sodium hydroxide). Run in C(C)O (ethanol). Run at time 3 hour. The product is C1(=CC=CC=C1)N1N=C(C(=C1C(F)(F)F)C(=O)O)C(F)F (N-Phenyl-3-difluoromethyl-5-trifluoromethyl-4-pyrazolecarboxylic acid). Yield: 93.7%. Reaction SMILES: C([O:3][C:4]([C:6]1[C:7]([CH:21]([F:23])[F:22])=[N:8][N:9]([C:15]2[CH:20]=[CH:19][CH:18]=[CH:17][CH:16]=2)[C:10]=1[C:11]([F:14])([F:13])[F:12])=[O:5])C.[OH-].[Na+]>C(O)C>[C:15]1([N:9]2[C:10]([C:11]([F:14])([F:13])[F:12])=[C:6]([C:4]([OH:5])=[O:3])[C:7]([CH:21]([F:22])[F:23])=[N:8]2)[CH:16]=[CH:17][CH:18]=[CH:19][CH:20]=1 |f:1.2|. Procedure: N-Phenyl-3-difluoromethyl-5-trifluoromethyl-4-pyrazolecarboxylic acid ethyl ester (3.0 g, 9.0 mmol) in ethanol (15 ml) was admixed gradually with an 8N aqueous sodium hydroxide solution (3.4 ml) and stirred at room temperature for 3 h. The solvent was removed by rotary evaporation; the residue was taken up in water (40 ml) and extracted with diethyl ether (20 ml). Acidification to pH 1 with 6M HCl was followed by extraction with ethyl acetate (3×30 ml). The combined organic phases were dried ove... The reactants are C(N)(=O)C=1C(=NC(=CC1)Cl)NC1=CC=C(C=C1)N1CCN(CC1)C(=O)OCC1=CC=CC=C1 (benzyl 4-(4-(3-carbamoyl-6-chloropyridin-2-ylamino)phenyl)piperazine-1-carboxylate), N1C[C@@H](CCC1)NC(OC(C)(C)C)=O ((R)-tert-butyl piperidin-3-ylcarbamate), CCN(C(C)C)C(C)C (DIEA). Run in CN1C(CCC1)=O (N-methyl-2-pyrrolidinone). Run at temperature 100 celsius. The product is C(C)(C)(C)OC(=O)N[C@H]1CN(CCC1)C1=CC=C(C(=N1)NC1=CC=C(C=C1)N1CCN(CC1)C(=O)OCC1=CC=CC=C1)C(N)=O ((R)-benzyl 4-(4-(6-(3-(tert-butoxycarbonylamino)piperidin-1-yl)-3-carbamoylpyridin-2-ylamino)phenyl)piperazine-1-carboxylate). Yield: 87.2%. As a reaction SMILES: [C:1]([C:4]1[C:5]([NH:11][C:12]2[CH:17]=[CH:16][C:15]([N:18]3[CH2:23][CH2:22][N:21]([C:24]([O:26][CH2:27][C:28]4[CH:33]=[CH:32][CH:31]=[CH:30][CH:29]=4)=[O:25])[CH2:20][CH2:19]3)=[CH:14][CH:13]=2)=[N:6][C:7](Cl)=[CH:8][CH:9]=1)(=[O:3])[NH2:2].[NH:34]1[CH2:39][CH2:38][CH2:37][C@@H:36]([NH:40][C:41](=[O:47])[O:42][C:43]([CH3:46])([CH3:45])[CH3:44])[CH2:35]1.CCN(C(C)C)C(C)C>CN1CCCC1=O>[C:43]([O:42][C:41]([NH:40][C@@H:36]1[CH2:37][CH2:38][CH2:39][N:34]([C:7]2[N:6]=[C:5]([NH:11][C:12]3[CH:17]=[CH:16][C:15]([N:18]4[CH2:23][CH2:22][N:21]([C:24]([O:26][CH2:27][C:28]5[CH:33]=[CH:32][CH:31]=[CH:30][CH:29]=5)=[O:25])[CH2:20][CH2:19]4)=[CH:14][CH:13]=3)[C:4]([C:1](=[O:3])[NH2:2])=[CH:9][CH:8]=2)[CH2:35]1)=[O:47])([CH3:46])([CH3:44])[CH3:45]. Procedure details: A mixture of benzyl 4-(4-(3-carbamoyl-6-chloropyridin-2-ylamino)phenyl)piperazine-1-carboxylate (4 g, 8.58 mmol), (R)-tert-butyl piperidin-3-ylcarbamate (2.58 g, 12.88 mmol), and DIEA (3.00 mL, 17.17 mmol) in N-methyl-2-pyrrolidinone (6 mL) was placed in two capped scintillation vials and heated at 100° C. overnight. The reaction mixtures were quenched with water and filtered. The solid was purified by MPLC chromatography (ISCO, 6% NH4OH/MeOH/CH2Cl2, two 40 g stacked silica gel columns) to give ...